Dataset: the Open Reaction Database (ORD), a public repository of structured organic reaction records. Task: describe an organic reaction: reactants, conditions, products, and yield The reactants are FC1=CC=C2C(=NNC2=C1)C1CCN(CC1)CCN (2-[4-(6-fluoro-1H-indazol-3-yl)-1-piperidinyl]ethylamine), FC=1C=C2C(C(=O)OC2=O)=CC1 (4-fluorophthalic anhydride), C(Cl)Cl.CO (DCM MeOH). Solvent: CN(C)C=O (DMF). Reaction conditions: time 2.5 hour. Product: FC=1C=C2C(C(=O)N(C2=O)CCN2CCC(CC2)C2=NNC3=CC(=CC=C23)F)=CC1 (4-fluoro-N-[2-[4-(6-fluoro-1H-indazol-3-yl)-1-piperidinyl]ethyl]phthalimide). Yield: 37.8%. Reaction SMILES: [F:1][C:2]1[CH:10]=[C:9]2[C:5]([C:6]([CH:11]3[CH2:16][CH2:15][N:14]([CH2:17][CH2:18][NH2:19])[CH2:13][CH2:12]3)=[N:7][NH:8]2)=[CH:4][CH:3]=1.[F:20][C:21]1[CH:22]=[C:23]2[C:28](=O)[O:27][C:25](=[O:26])[C:24]2=[CH:30][CH:31]=1.C(Cl)Cl.CO>CN(C=O)C>[F:20][C:21]1[CH:22]=[C:23]2[C:28](=[O:27])[N:19]([CH2:18][CH2:17][N:14]3[CH2:13][CH2:12][CH:11]([C:6]4[C:5]5[C:9](=[CH:10][C:2]([F:1])=[CH:3][CH:4]=5)[NH:8][N:7]=4)[CH2:16][CH2:15]3)[C:25](=[O:26])[C:24]2=[CH:30][CH:31]=1 |f:2.3|. Procedure: To a solution consisting of 2-[4-(6-fluoro-1H-indazol-3-yl)-1-piperidinyl]ethylamine (6.1 g, 23.2 mmol) in DMF (230 ml) was added 4-fluorophthalic anhydride (4.2 g, 25.5 mmol) at room temperature, under nitrogen. The reaction mixture was warmed to 80 C. for 2.5 hours at which time it was allowed to cool to room temperature. The DMF was removed under reduced pressure (<0.5 mmHg, 55 C.) to give a brown oil which was dissolved into DCM/MeOH. Purification via flash column chromatography (silica gel,... Starting materials: CCO, COc1ccc2ccc(N)nc2n1, O, O=C(O)c1ccco1. Product: COc1ccc2ccc(NC(=O)c3ccco3)nc2n1. Reaction SMILES: [CH3:23][CH2:24][OH:25].[NH2:9][c:10]1[n:11][c:12]2[n:13][c:14]([O:20][CH3:21])[cH:15][cH:16][c:17]2[cH:18][cH:19]1.[OH2:22].[o:1]1[c:2]([C:6](=[O:7])[OH:8])[cH:3][cH:4][cH:5]1>>[o:1]1[c:2]([C:6](=[O:8])[NH:9][c:10]2[n:11][c:12]3[n:13][c:14]([O:20][CH3:21])[cH:15][cH:16][c:17]3[cH:18][cH:19]2)[cH:3][cH:4][cH:5]1.